This data is from the Open Reaction Database (ORD), a public repository of structured organic reaction records. The task is: describe an organic reaction: reactants, conditions, products, and yield Reactants: CC(C)(OC(=O)NC1=C(C=C(OCC(=O)OCC)C=C1)C)C (ethyl 4-(1,1-dimethylethoxycarbonyl)amino-3-methylphenoxyacetate), CNC (dimethylamine), C(=O)=O (Dry Ice), CC(C)O (2-propanol), CNC (dimethylamine). The solvent is C(Cl)(Cl)Cl (CHCl3). Conditions: time 13 day. Yields the product CN(C(COC1=CC(=C(C=C1)NC(=O)OC(C)(C)C)C)=O)C (N,N-dimethyl-4-(1,1-dimethylethoxycarbonyl)amino-3-methylphenoxyacetamide). The yield is 100.0%. As a reaction SMILES: [CH3:1][C:2]([CH3:22])([O:4][C:5]([NH:7][C:8]1[CH:20]=[CH:19][C:11]([O:12][CH2:13][C:14](OCC)=[O:15])=[CH:10][C:9]=1[CH3:21])=[O:6])[CH3:3].C(=O)=O.CC(O)C.[CH3:30][NH:31][CH3:32]>C(Cl)(Cl)Cl>[CH3:30][N:31]([CH3:32])[C:14](=[O:15])[CH2:13][O:12][C:11]1[CH:19]=[CH:20][C:8]([NH:7][C:5]([O:4][C:2]([CH3:22])([CH3:3])[CH3:1])=[O:6])=[C:9]([CH3:21])[CH:10]=1. Procedure: To a 100 mL pressure vessel with a stirring bar was added ethyl 4-(1,1-dimethylethoxycarbonyl)amino-3-methylphenoxyacetate (1.00 g, 3.24 mmol). The vessel was cooled in a Dry Ice®/2-propanol bath to -78° C. and dimethylamine was condensed onto the solid to a final volume of ~30 mL. The reaction vessel was sealed, allowed to warm to ambient temperature and stirred for 13 days. The excess dimethylamine was vented and the residue was dissolved in CHCl3 and concentrated, twice to remove the last tra... Starting materials: C(C)C(CCCCCCCCC(CO)(C)C)N1C(C=2C(C1=O)=C(C=CC2)[N+](=O)[O-])=O (N-(1-ethyl-10,10-dimethyl-11-hydroxyundecyl)-3-nitrophthalimide), [N-]=[N+]=[N-].[Na+] (sodium azide). The solvent is CS(=O)C (dimethylsulphoxide). Reaction conditions: temperature 80 celsius, time 24 hour. Yields the product C(C)C(CCCCCCCCC(CO)(C)C)N1C(C=2C(C1=O)=C(C=CC2)N=[N+]=[N-])=O (N-(1-ethyl-10,10-dimethyl-11-hydroxyundecyl)-3-azidophthalimide). Isolated yield 70.9%. Reaction SMILES: [CH2:1]([CH:3]([N:17]1[C:21](=[O:22])[C:20]2=[C:23]([N+:27]([O-])=O)[CH:24]=[CH:25][CH:26]=[C:19]2[C:18]1=[O:30])[CH2:4][CH2:5][CH2:6][CH2:7][CH2:8][CH2:9][CH2:10][CH2:11][C:12]([CH3:16])([CH3:15])[CH2:13][OH:14])[CH3:2].[N-:31]=[N+:32]=[N-].[Na+]>CS(C)=O>[CH2:1]([CH:3]([N:17]1[C:21](=[O:22])[C:20]2=[C:23]([N:27]=[N+:31]=[N-:32])[CH:24]=[CH:25][CH:26]=[C:19]2[C:18]1=[O:30])[CH2:4][CH2:5][CH2:6][CH2:7][CH2:8][CH2:9][CH2:10][CH2:11][C:12]([CH3:16])([CH3:15])[CH2:13][OH:14])[CH3:2] |f:1.2|. Reported procedure: A mixture of 20.9 g (0.05 mol) of N-(1-ethyl-10,10-dimethyl-11-hydroxyundecyl)-3-nitrophthalimide and 3.55 g (0.055 mol) of sodium azide in 100 ml of dimethylsulphoxide is stirred for 24 hours at 80° C. The solution is evaporated in vacuo and the residue is diluted with 300 ml of water. The resulting emulsion is extracted with twice 100 ml of diethyl ether. The ether extracts are first dried with anhydrous sodium sulphate, and then evaporated. 14.7 g (71% of theory) of N-(1-ethyl-10,10-dimethyl-...